This data is from the Open Reaction Database (ORD), a public repository of structured organic reaction records. The task is: describe an organic reaction: reactants, conditions, products, and yield Starting materials: F[B-](F)(F)F.C(C)(C)(C)[N+]=1OC(=C2C1C=C(C(=C2)Cl)C)C2=CC=CC=C2 (1-tert.-butyl-5-chloro-6-methyl-3-phenyl-2,1-benzisoxazolium tetrafluoroborate), N1CCOCC1 (morpholine). Product: C(C)(C)(C)N1OC(C2=C1C=C(C(=C2)Cl)C)(C2=CC=CC=C2)N2CCOCC2 (1-tert.-butyl-5-chloro-6-methyl-3-morpholino-3-phenyl-2,1-benzisoxazoline). Reaction SMILES: F[B-](F)(F)F.[C:6]([N+:10]1[O:11][C:12]([C:21]2[CH:26]=[CH:25][CH:24]=[CH:23][CH:22]=2)=[C:13]2[CH:18]=[C:17]([Cl:19])[C:16]([CH3:20])=[CH:15][C:14]=12)([CH3:9])([CH3:8])[CH3:7].[NH:27]1[CH2:32][CH2:31][O:30][CH2:29][CH2:28]1>>[C:6]([N:10]1[C:14]2[CH:15]=[C:16]([CH3:20])[C:17]([Cl:19])=[CH:18][C:13]=2[C:12]([N:27]2[CH2:32][CH2:31][O:30][CH2:29][CH2:28]2)([C:21]2[CH:22]=[CH:23][CH:24]=[CH:25][CH:26]=2)[O:11]1)([CH3:9])([CH3:7])[CH3:8] |f:0.1|. Reported procedure: To a flask containing 6 g. of 1-tert.-butyl-5-chloro-6-methyl-3-phenyl-2,1-benzisoxazolium tetrafluoroborate is added 9 ml. of morpholine and the mixture heated at 80°C. for 1 hour. The reaction mixture is washed in diethyl ether and water and the ether layer separated, dried, evaporated in vacuo to dryness and the residue recrystallized from ether/methylene chloride to obtain 1-tert.-butyl-5-chloro-6-methyl-3-morpholino-3-phenyl-2,1-benzisoxazoline, m.p. 131°-133°C. Reactants: Cc1ccc(N)c(C)c1[N+](=O)[O-], O=N[O-], [Na+], O, O=S(=O)(O)O. The product is Cc1ccc(O)c(C)c1[N+](=O)[O-]. As a reaction SMILES: [CH3:1][c:2]1[c:3]([NH2:4])[cH:5][cH:6][c:7]([CH3:12])[c:8]1[N+:9](=[O:10])[O-:11].[N:18]([O-:19])=[O:20].[Na+:21].[OH2:22].[S:13]([OH:14])(=[O:15])(=[O:16])[OH:17]>>[CH3:1][c:2]1[c:3]([OH:14])[cH:5][cH:6][c:7]([CH3:12])[c:8]1[N+:9](=[O:10])[O-:11]. Starting materials: C(CCC)[Li] (n-butyl lithium), NOS(=O)(=O)O (hydroxylamine-O-sulfonic acid), [OH-].[Na+] (sodium hydroxide), CN1N=C2C=CC=CC2=C1 (2-methyl-2H-indazole), S(O)(O)=O (sulfurous acid), CN1N=C2C=CC=CC2=C1S(=O)[O-].[Li+] (lithium 2-methyl-2H-indazole-3-sulfinate). Run in CCCCCC (hexane), O (water), O (water), C(C)OCC (ethyl ether), C(C)OCC (ethyl ether). Reaction conditions: temperature -30 celsius, time 1 hour. Yields the product CN1N=C2C=CC=CC2=C1S(=O)(=O)N (2-methyl-2H-indazole-3-sulfonamide). Isolated yield 58.0%. Reaction SMILES: C[N:2]1C=C2C(C=CC=C2)=N1.C([Li])CCC.S(=O)(O)O.NOS(O)(=O)=O.[OH-].[Na+].[CH3:28][N:29]1[C:37]([S:38]([O-:40])=[O:39])=[C:36]2[C:31]([CH:32]=[CH:33][CH:34]=[CH:35]2)=[N:30]1.[Li+]>C(OCC)C.O.CCCCCC>[CH3:28][N:29]1[C:37]([S:38]([NH2:2])(=[O:40])=[O:39])=[C:36]2[C:31]([CH:32]=[CH:33][CH:34]=[CH:35]2)=[N:30]1 |f:4.5,6.7|. Procedure: A solution containing 9.5 g (72 mmol) of 2-methyl-2H-indazole in 200 ml of ethyl ether, was cooled to -30° C., and 61.4 g (144 mmol) of n-butyl lithium (a 15% hexane solution) was dropwise added thereto. The mixture was stirred for one hour at the same temperature, and then an excess amount of sulfurous acid gas was blown thereinto for 3 hours at a temperature of not higher than -20° C. After completion of the reaction, the mixture was returned to room temperature, stirred for 12 hours and then ... The reactants are O, S, O=S1(=O)CCCC1, c1ccc2c(c1)c1ccccc1c1[nH]cnc21. Product: Sc1nc2c3ccccc3c3ccccc3c2[nH]1. As a reaction SMILES: [OH2:26].[S:18].[S:19]1(=[O:24])(=[O:25])[CH2:20][CH2:21][CH2:22][CH2:23]1.[n:1]1[cH:2][nH:3][c:4]2[c:5]1[c:6]1[cH:7][cH:8][cH:9][cH:10][c:11]1[c:12]1[cH:13][cH:14][cH:15][cH:16][c:17]21>>[nH:1]1[c:2]([SH:19])[n:3][c:4]2[c:5]1[c:6]1[cH:7][cH:8][cH:9][cH:10][c:11]1[c:12]1[cH:13][cH:14][cH:15][cH:16][c:17]21.